From a dataset of the Open Reaction Database (ORD), a public repository of structured organic reaction records. describe an organic reaction: reactants, conditions, products, and yield Starting materials: [BH4-], CCO, CN1[CH2+](c2c(Cl)cc(Cl)cc2-c2ccc(F)cc2)OCC1(C)C, [I-], [Na+], O. Product: O=Cc1c(Cl)cc(Cl)cc1-c1ccc(F)cc1. Reaction SMILES: [BH4-:25].[CH3:27][CH2:28][OH:29].[Cl:2][c:3]1[c:4]([CH2+:17]2[O:18][CH2:24][C:21]([CH3:22])([CH3:23])[N:19]2[CH3:20])[c:5](-[c:10]2[cH:11][cH:12][c:13]([F:16])[cH:14][cH:15]2)[cH:6][c:7]([Cl:9])[cH:8]1.[I-:1].[Na+:26].[OH2:30]>>[Cl:2][c:3]1[c:4]([CH:17]=[O:18])[c:5](-[c:10]2[cH:11][cH:12][c:13]([F:16])[cH:14][cH:15]2)[cH:6][c:7]([Cl:9])[cH:8]1. Starting materials: Br, CC(=O)O, O, Oc1cccc(O)c1. Yields the product CC(=O)c1ccc(O)cc1O. RXN SMILES: [BrH:14].[CH3:10][C:11]([OH:12])=[O:13].[OH2:9].[OH:1][c:2]1[cH:3][cH:4][cH:5][c:6]([OH:7])[cH:8]1>>[OH:1][c:2]1[cH:3][cH:4][c:5]([C:11]([CH3:10])=[O:12])[c:6]([OH:7])[cH:8]1.